From a dataset of the Open Reaction Database (ORD), a public repository of structured organic reaction records. describe an organic reaction: reactants, conditions, products, and yield The reactants are C1CCC(CC1)NC2CCCCC2 (DCHA), BrC1=CC=C(C=C1)[C@@](C(=O)[O-])(C(CCCCCCCCCC(C)C)O)CC=O (2-(4-Bromophenyl)-2-oxoethyl-(R)-3-hydroxy-13-methyl-tetradecanoate), O[C@@H](CC(=O)OC)CCCCCCCCCCCC(C)C (Methyl (R)-3-hydroxy-15-methyl-hexadecanoate), BrCC(=O)C1=CC=C(C=C1)Br (2,4′-dibromoacetophenone), O[Li].O (LiOH.H2O). The product is O[C@@H](CC(=O)OCC(=O)C1=CC=C(C=C1)Br)CCCCCCCCCCCC(C)C (2-(4-Bromophenyl)-2-oxoethyl (R)-3-hydroxy-15-methyl-hexadecanoate). Isolated yield 89.8%. Reaction SMILES: BrC1C=CC([C@](CC=O)(C(O)CCCCCCCCCC(C)C)C([O-])=O)=CC=1.[OH:29][C@H:30]([CH2:36][CH2:37][CH2:38][CH2:39][CH2:40][CH2:41][CH2:42][CH2:43][CH2:44][CH2:45][CH2:46][CH:47]([CH3:49])[CH3:48])[CH2:31][C:32]([O:34][CH3:35])=[O:33].O[Li].O.C1CCC(NC2CCCCC2)CC1.BrC[C:68]([C:70]1[CH:75]=[CH:74][C:73]([Br:76])=[CH:72][CH:71]=1)=[O:69]>>[OH:29][C@H:30]([CH2:36][CH2:37][CH2:38][CH2:39][CH2:40][CH2:41][CH2:42][CH2:43][CH2:44][CH2:45][CH2:46][CH:47]([CH3:49])[CH3:48])[CH2:31][C:32]([O:34][CH2:35][C:68]([C:70]1[CH:75]=[CH:74][C:73]([Br:76])=[CH:72][CH:71]=1)=[O:69])=[O:33] |f:2.3|. Procedure: In a manner similar to the synthesis of 116, compound 115 (960 mg, 3.2 mmol) was hydrolyzed with LiOH.H2O (202 mg, 4.8 mmol), recrystallized by refluxing with DCHA (0.76 mL, 3.84 mmol) and protected by reacting with 2,4′-dibromoacetophenone (979 mg, 3.52 mmol) to afford 118 as an amorphous solid (1.39 g, 90%). Rf=0.35 (DCM); [α]25D=−1.2° (c=1.0, CHCl3); 1H NMR (300 MHz, CDCl3): δ 7.74 (d, 2H, J=8.4 Hz, aromatic), 7.60 (d, 2H, J=8.4 Hz, aromatic), 5.39 (d, 1H, J=16.5 Hz, CH′2a), 5.29 (d, 1H, J=16... Starting materials: FC=1C=C(C=CC1)C#C[C@H]1N(CCC1)C(=O)OC(C)(C)C (tert-butyl (S)-2-(3-fluorophenylethynyl)pyrrolidine-1-carboxylate), FC=1C=C(C=CC1)C#C[C@H]1N(CCC1)C(=O)OC(C)(C)C (tert-butyl (S)-2-(3-fluorophenylethynyl)pyrrolidine-1-carboxylate). Reagents/catalysts: [Pd] (palladium on carbon). Run in IMS. Run at time 18 hour. Product: FC=1C=C(C=CC1)CC[C@H]1N(CCC1)C(=O)OC(C)(C)C (tert-butyl (R)-2-[2-(3-fluoro-phenyl)ethyl]pyrrolidine-1-carboxylate). The yield is 43.1%. RXN SMILES: [F:1][C:2]1[CH:3]=[C:4]([C:8]#[C:9][C@@H:10]2[CH2:14][CH2:13][CH2:12][N:11]2[C:15]([O:17][C:18]([CH3:21])([CH3:20])[CH3:19])=[O:16])[CH:5]=[CH:6][CH:7]=1>[Pd]>[F:1][C:2]1[CH:3]=[C:4]([CH2:8][CH2:9][C@@H:10]2[CH2:14][CH2:13][CH2:12][N:11]2[C:15]([O:17][C:18]([CH3:21])([CH3:20])[CH3:19])=[O:16])[CH:5]=[CH:6][CH:7]=1. Procedure details: A solution of tert-butyl (S)-2-(3-fluorophenylethynyl)pyrrolidine-1-carboxylate (Intermediate 235, 1.26 g) in IMS (70 mL) was carefully added to 20% palladium on carbon (0.6 g) under a carbon dioxide atmosphere. The mixture was degassed under vacuum and placed under an atmosphere of hydrogen. This was repeated three times then the mixture was stirred under an atmosphere of hydrogen for 18 hours. The mixture was filtered through Celite and the filtrate was evaporated to dryness. The residue was p... Starting materials: BrC=1C=CC(=NC1)C(=O)O (5-bromopyridine-2-carboxylic acid), S(O)(O)(=O)=O (sulfuric acid), C(C)O (ethanol), C(O)([O-])=O.[Na+] (sodium hydrogen carbonate). The solvent is O (water). Run at temperature 75 celsius, time 2 hour. The product is BrC=1C=CC(=NC1)C(=O)OCC (ethyl 5-bromopyridine-2-carboxylate). The yield is 86.0%. Reaction SMILES: [Br:1][C:2]1[CH:3]=[CH:4][C:5]([C:8]([OH:10])=[O:9])=[N:6][CH:7]=1.S(=O)(=O)(O)O.[CH2:16](O)[CH3:17].C(=O)([O-])O.[Na+]>O>[Br:1][C:2]1[CH:3]=[CH:4][C:5]([C:8]([O:10][CH2:16][CH3:17])=[O:9])=[N:6][CH:7]=1 |f:3.4|. Reported procedure: A mixture of 5-bromopyridine-2-carboxylic acid (35.0 g, 173 mmol), sulfuric acid (12.0 mL) and ethanol (300 mL) was stirred at 75° C. for 2 hr. After cooling to 0° C., the mixture was neutralized with sodium hydrogen carbonate and diluted with water (150 mL). Ethanol was evaporated under reduced pressure, and the residue was extracted with ethyl acetate (300 mL). The extract was washed with brine, dried over magnesium sulfate, and concentrated under reduced pressure. The obtained solid was colle... Starting materials: Sn-Beta, O=C[C@@H](O)[C@@H](O)[C@H](O)CO (lyxose), OCC(=O)[C@@H](O)[C@H](O)[C@H](O)CO (fructose), OCC(=O)[C@@H](O)[C@H](O)CO (xylulose), Sn-Beta, O=C[C@H](O)[C@@H](O)[C@H](O)[C@H](O)CO (glucose), OCC(=O)[C@@H](O)[C@H](O)CO (xylulose), O=C[C@H](O)[C@@H](O)[C@H](O)CO (xylose), pentose sugar, O=C[C@H](O)[C@@H](O)[C@H](O)CO (xylose). Solvent: O (water). Yields the product OCC(=O)[C@@H](O)[C@H](O)CO.O=C[C@@H](O)[C@@H](O)[C@H](O)CO (xylulose lyxose). Yield: 35.0%. RXN SMILES: [O:1]=[CH:2][C@@H:3]([C@H:5]([C@@H:7]([CH2:9][OH:10])[OH:8])[OH:6])[OH:4].[OH:11][CH2:12][C:13]([C@H:15]([C@@H:17]([CH2:19][OH:20])[OH:18])[OH:16])=[O:14].O=C[C@H]([C@H]([C@@H](CO)O)O)O.O=C[C@@H]([C@H]([C@@H]([C@@H](CO)O)O)O)O.OCC([C@H]([C@@H]([C@@H](CO)O)O)O)=O>O>[OH:1][CH2:2][C:3]([C@H:5]([C@@H:7]([CH2:9][OH:10])[OH:8])[OH:6])=[O:4].[O:11]=[CH:12][C@H:13]([C@H:15]([C@@H:17]([CH2:19][OH:20])[OH:18])[OH:16])[OH:14] |f:6.7|. Procedure: The catalytic performance of the synthesized Sn-Beta was further tested on the isomerization of xylose, a pentose sugar, in water at 100° C. (FIG. 7c). The products of the reaction are xylulose, lyxose and byproducts from degradation reactions and/or polymerization reactions. The isomerization of xylose to xylulose catalyzed by Sn-Beta is analogous to the isomerization of glucose to fructose. Since the HPLC column used in the analysis cannot separate xylulose and lyxose, the total yields of the ... The reactants are C1=CC=CC=2C3=CC=CC=C3C(C12)COC(=O)N[C@@H](CC(C)C)C(=O)NC(CC)B1OC(C(O1)(C)CCC(CC(=O)OC(C)(C)C)C)(C)C (tert-butyl 5-[2-[1(RS)-[[N-[(9-fluorenyl)methoxycarbonyl]-L-leucyl]amino]propyl]-4(RS) ,5,5-trimethyl-1,3,2-dioxaborolan-4-yl]-3(RS)-methylvalerate). Run in FC(C(=O)O)(F)F (trifluoroacetic acid), ClCCl (dichloromethane). Conditions: time 15 minute. The product is C1=CC=CC=2C3=CC=CC=C3C(C12)COC(=O)N[C@@H](CC(C)C)C(=O)NC(CC)B1OC(C(O1)(C)CCC(CC(=O)O)C)(C)C (5-[2-[1 (RS)-[[N-[(9-fluorenyl)methoxycarbonyl]-L-leucyl]amino]propyl]-4(RS),5,5-trimethyl-1,3,2-dioxaborolan-4-yl]-3(RS)-methylvaleric acid). The yield is 100.2%. RXN SMILES: [CH:1]1[C:13]2[CH:12]([CH2:14][O:15][C:16]([NH:18][C@H:19]([C:24]([NH:26][CH:27]([B:30]3[O:34][C:33]([CH2:36][CH2:37][CH:38]([CH3:47])[CH2:39][C:40]([O:42]C(C)(C)C)=[O:41])([CH3:35])[C:32]([CH3:49])([CH3:48])[O:31]3)[CH2:28][CH3:29])=[O:25])[CH2:20][CH:21]([CH3:23])[CH3:22])=[O:17])[C:11]3[C:6](=[CH:7][CH:8]=[CH:9][CH:10]=3)[C:5]=2[CH:4]=[CH:3][CH:2]=1>FC(F)(F)C(O)=O.ClCCl>[CH:10]1[C:11]2[CH:12]([CH2:14][O:15][C:16]([NH:18][C@H:19]([C:24]([NH:26][CH:27]([B:30]3[O:34][C:33]([CH2:36][CH2:37][CH:38]([CH3:47])[CH2:39][C:40]([OH:42])=[O:41])([CH3:35])[C:32]([CH3:48])([CH3:49])[O:31]3)[CH2:28][CH3:29])=[O:25])[CH2:20][CH:21]([CH3:23])[CH3:22])=[O:17])[C:13]3[C:5](=[CH:4][CH:3]=[CH:2][CH:1]=3)[C:6]=2[CH:7]=[CH:8][CH:9]=1. Procedure details: 50 mg (0.074 mmol) of tert-butyl 5-[2-[1(RS)-[[N-[(9-fluorenyl)methoxycarbonyl]-L-leucyl]amino]propyl]-4(RS) ,5,5-trimethyl-1,3,2-dioxaborolan-4-yl]-3(RS)-methylvalerate were dissolved in 1 ml of trifluoroacetic acid and 1 ml of dichloromethane. The solution was stirred at room temperature for 15 minutes and then evaporated under a vacuum. The residue was co-evaporated with toluene to give 46 mg of 5-[2-[1 (RS)-[[N-[(9-fluorenyl)methoxycarbonyl]-L-leucyl]amino]propyl]-4(RS),5,5-trimethyl-1,3,2-d... Reactants: compound, C(C)(=O)OCC(COC(C)=O)(CCCCCCCCCCCCCCCCCC)N(C)C (1,3-Diacetoxy-2-(N,N-dimethylamino)-2-octadecyl-propane), CO.C[O-].[Na+] (sodium methoxide methanol). Run in CO (methanol). Conditions: time 6 hour. Product: CN(C)C(CO)(CO)CCCCCCCCCCCCCCCCCC (2-(N,N-dimethylamino)-2-octadecyl-1,3-propanediol). RXN SMILES: C([O:4][CH2:5][C:6]([N:30]([CH3:32])[CH3:31])([CH2:12][CH2:13][CH2:14][CH2:15][CH2:16][CH2:17][CH2:18][CH2:19][CH2:20][CH2:21][CH2:22][CH2:23][CH2:24][CH2:25][CH2:26][CH2:27][CH2:28][CH3:29])[CH2:7][O:8]C(=O)C)(=O)C.CO.C[O-].[Na+]>CO>[CH3:32][N:30]([C:6]([CH2:12][CH2:13][CH2:14][CH2:15][CH2:16][CH2:17][CH2:18][CH2:19][CH2:20][CH2:21][CH2:22][CH2:23][CH2:24][CH2:25][CH2:26][CH2:27][CH2:28][CH3:29])([CH2:7][OH:8])[CH2:5][OH:4])[CH3:31] |f:1.2.3|. Reported procedure: The compound (436 mg) of (1) above was dissolved in 15 ml of methanol and 37 mg of a 28% sodium methoxide methanol solution was added thereto. The mixture was stirred at room temperature for 6 hours. The reaction mixture was concentrated and water was added thereto. The resultant precipitate was collected by filtration and recrystallized from chloroform-hexane to give 295 mg of colorless, crystalline 2-(N,N-dimethylamino)-2-octadecyl-1,3-propanediol.